Dataset: the Open Reaction Database (ORD), a public repository of structured organic reaction records. Task: describe an organic reaction: reactants, conditions, products, and yield Starting materials: CCO, CN, CC(C)O, Clc1cc(Cl)ncn1, O. Yields the product CNc1cc(Cl)ncn1. Reaction SMILES: [CH3:11][CH2:12][OH:13].[CH3:9][NH2:10].[CH:15]([OH:16])([CH3:17])[CH3:18].[Cl:1][c:2]1[n:3][cH:4][n:5][c:6]([Cl:8])[cH:7]1.[OH2:14]>>[c:2]1([NH:10][CH3:9])[n:3][cH:4][n:5][c:6]([Cl:8])[cH:7]1. Reactants: FC1=C(C(=O)NNC2=C(C=CC=C2)C(F)(F)F)C(=CC=C1)F (2,6-difluoro-N'-(α,α,α-trifluoro-o-tolyl)-benzhydrazide), COC=1C=CC(=CC1)P2(=S)SP(=S)(S2)C=3C=CC(=CC3)OC (Lawesson reagent). The product is FC1=C(C(=S)NNC2=C(C=CC=C2)C(F)(F)F)C(=CC=C1)F (2,6-difluoro-N'-(α,α,α-trifluoro-o-tolyl)-thiobenzhydrazide). As a reaction SMILES: [F:1][C:2]1[CH:21]=[CH:20][CH:19]=[C:18]([F:22])[C:3]=1[C:4]([NH:6][NH:7][C:8]1[CH:13]=[CH:12][CH:11]=[CH:10][C:9]=1[C:14]([F:17])([F:16])[F:15])=O.COC1C=CC(P2(SP(C3C=CC(OC)=CC=3)(=S)S2)=[S:32])=CC=1>>[F:1][C:2]1[CH:21]=[CH:20][CH:19]=[C:18]([F:22])[C:3]=1[C:4]([NH:6][NH:7][C:8]1[CH:13]=[CH:12][CH:11]=[CH:10][C:9]=1[C:14]([F:17])([F:16])[F:15])=[S:32]. Procedure: Analogously to the procedure described in Example 58, by treating 2,6-difluoro-N'-(α,α,α-trifluoro-o-tolyl)-benzhydrazide (see Examples 35 and 36) with Lawesson reagent there is produced 2,6-difluoro-N'-(α,α,α-trifluoro-o-tolyl)-thiobenzhydrazide which is required as the starting material in Example 18. Reactants: C(C1=CC=CC=C1)(=O)CC(=O)OCC (ethyl benzoylacetate), C(O)(O)=O.NC(=N)N (guanidine carbonate). Solvent: C(C)O (ethanol). Run at temperature 80 celsius. Product: NC1=NC(=CC(N1)=O)C1=CC=CC=C1 (2-amino-6-phenyl-3H-pyrimidin-4-one). The yield is 89.0%. RXN SMILES: [C:1]([CH2:9][C:10]([O:12]CC)=O)(=O)[C:2]1[CH:7]=[CH:6][CH:5]=[CH:4][CH:3]=1.C(=O)(O)O.[NH2:19][C:20]([NH2:22])=[NH:21]>C(O)C>[NH2:21][C:20]1[NH:22][C:10](=[O:12])[CH:9]=[C:1]([C:2]2[CH:7]=[CH:6][CH:5]=[CH:4][CH:3]=2)[N:19]=1 |f:1.2|. Procedure: Following the method of Jaeger (Liebigs. Ann. Chem. 1891, 262, 365), a mixture of 12.4 ml (72 mmol) ethyl benzoylacetate and 7.79 g (43.2 mmol) guanidine carbonate in 25 ml ethanol was heated at 80° C. for 4 h. The reaction mixture was then cooled to room temperature and the resulting crystals collected by filtration and washed sequentially with ice-cold water and ethanol to afford 7.2 g (53%) 2-amino-6-phenyl-3H-pyrimidin-4-one as a white crystalline solid. EI-MS m/e (%): 187 (M+, 100).